From a dataset of the Open Reaction Database (ORD), a public repository of structured organic reaction records. describe an organic reaction: reactants, conditions, products, and yield Reactants: CCCCCCCCCCCCCCCCCCOc1ccc(C(=O)C(=O)OCC)cc1, CO, [Na+], [OH-], O. The product is CCCCCCCCCCCCCCCCCCOc1ccc(C(=O)C(=O)O)cc1. RXN SMILES: [CH2:1]([CH3:2])[O:3][C:4]([C:5]([c:6]1[cH:7][cH:8][c:9]([O:12][CH2:13][CH2:14][CH2:15][CH2:16][CH2:17][CH2:18][CH2:19][CH2:20][CH2:21][CH2:22][CH2:23][CH2:24][CH2:25][CH2:26][CH2:27][CH2:28][CH2:29][CH3:30])[cH:10][cH:11]1)=[O:31])=[O:32].[CH3:36][OH:37].[Na+:34].[OH-:33].[OH2:35]>>[O:3]=[C:4]([C:5]([c:6]1[cH:7][cH:8][c:9]([O:12][CH2:13][CH2:14][CH2:15][CH2:16][CH2:17][CH2:18][CH2:19][CH2:20][CH2:21][CH2:22][CH2:23][CH2:24][CH2:25][CH2:26][CH2:27][CH2:28][CH2:29][CH3:30])[cH:10][cH:11]1)=[O:31])[OH:32].